Dataset: the Open Reaction Database (ORD), a public repository of structured organic reaction records. Task: describe an organic reaction: reactants, conditions, products, and yield The reactants are O (water), BrC=1C=C2C(=NC1)N(C=N2)CC2=CC1=C(N=C(O1)N[C@H]1[C@@H](CCCC1)O)C=C2 ((1R,2R)-2-((6-((6-bromo-3H-imidazo[4,5-b]pyridin-3-yl)methyl)benzo[d]oxazol-2-yl)amino)cyclohexanol), CN(C)C=O (DMF). Reagents/catalysts: [C-]#N.[C-]#N.[Zn+2] (Zn(CN)2), C=1C=CC(=CC1)/C=C/C(=O)/C=C/C2=CC=CC=C2.C=1C=CC(=CC1)/C=C/C(=O)/C=C/C2=CC=CC=C2.C=1C=CC(=CC1)/C=C/C(=O)/C=C/C2=CC=CC=C2.[Pd].[Pd] (Pd2(dba)3), C1=CC=C(C=C1)P([C-]2C=CC=C2)C3=CC=CC=C3.C1=CC=C(C=C1)P([C-]2C=CC=C2)C3=CC=CC=C3.[Fe+2] (dppf). Run at temperature 100 celsius, time 2 hour. The product is O[C@H]1[C@@H](CCCC1)NC=1OC2=C(N1)C=CC(=C2)CN2C=NC=1C2=NC=C(C1)C#N (3-((2-(((1R,2R)-2-hydroxycyclohexyl)amino)benzo[d]oxazol-6-yl)methyl)-3H-imidazo[4,5-b]pyridine-6-carbonitrile). The yield is 25.8%. As a reaction SMILES: Br[C:2]1[CH:3]=[C:4]2[N:10]=[CH:9][N:8]([CH2:11][C:12]3[CH:28]=[CH:27][C:15]4[N:16]=[C:17]([NH:19][C@@H:20]5[CH2:25][CH2:24][CH2:23][CH2:22][C@H:21]5[OH:26])[O:18][C:14]=4[CH:13]=3)[C:5]2=[N:6][CH:7]=1.O.[CH3:30][N:31](C=O)C>[C-]#N.[C-]#N.[Zn+2].C1C=CC(/C=C/C(/C=C/C2C=CC=CC=2)=O)=CC=1.C1C=CC(/C=C/C(/C=C/C2C=CC=CC=2)=O)=CC=1.C1C=CC(/C=C/C(/C=C/C2C=CC=CC=2)=O)=CC=1.[Pd].[Pd].C1C=CC(P(C2C=CC=CC=2)[C-]2C=CC=C2)=CC=1.C1C=CC(P(C2C=CC=CC=2)[C-]2C=CC=C2)=CC=1.[Fe+2]>[OH:26][C@@H:21]1[CH2:22][CH2:23][CH2:24][CH2:25][C@H:20]1[NH:19][C:17]1[O:18][C:14]2[CH:13]=[C:12]([CH2:11][N:8]3[C:5]4=[N:6][CH:7]=[C:2]([C:30]#[N:31])[CH:3]=[C:4]4[N:10]=[CH:9]3)[CH:28]=[CH:27][C:15]=2[N:16]=1 |f:3.4.5,6.7.8.9.10,11.12.13|. Procedure: A mixture of (1R,2R)-2-((6-((6-bromo-3H-imidazo[4,5-b]pyridin-3-yl)methyl)benzo[d]oxazol-2-yl)amino)cyclohexanol (276 mg, 0.62 mmol), Zn(CN)2 (110 mg, 0.94 mmol), Pd2(dba)3 (57 mg, 0.062 mmol) and dppf (68.8 mg, 0.124 mmol) in DMF (6 mL) was stirred at 100° C. for 2 h. The reaction mixture was cooled to rt, poured into water (100 mL) and extracted with ethyl acetate (100 mL×2). The combined organic layers were washed with water and brine, dried over Na2SO4, filtered and concentrated under reduce... The reactants are COC1=CC=C(S1)S(=O)(=O)N (5-methoxy-2-thiophenesulfonamide), [OH-].[Na+] (sodium hydroxide), Cl (hydrochloric acid), ClC1=CC=C(C=C1)N=C=O (4-chlorophenyl isocyanate). Solvent: CC(=O)C (acetone), CC(=O)C (acetone). Run at time 18 hour. Yields the product ClC1=CC=C(C=C1)NC(=O)NS(=O)(=O)C=1SC(=CC1)OC (N-[[(4-chlorophenyl)amino]carbonyl]-5-methoxy-2-thiophenesulfonamide). The yield is 61.5%. RXN SMILES: [CH3:1][O:2][C:3]1[S:7][C:6]([S:8]([NH2:11])(=[O:10])=[O:9])=[CH:5][CH:4]=1.[OH-].[Na+].[Cl:14][C:15]1[CH:20]=[CH:19][C:18]([N:21]=[C:22]=[O:23])=[CH:17][CH:16]=1.Cl>CC(C)=O>[Cl:14][C:15]1[CH:20]=[CH:19][C:18]([NH:21][C:22]([NH:11][S:8]([C:6]2[S:7][C:3]([O:2][CH3:1])=[CH:4][CH:5]=2)(=[O:10])=[O:9])=[O:23])=[CH:17][CH:16]=1 |f:1.2|. Procedure details: To a solution of 5-methoxy-2-thiophenesulfonamide (7.6 g, 39.4 mmole) in 23 ml of acetone was added aqueous sodium hydroxide (46 ml of 1N, 46 mmole) followed by a solution of 4-chlorophenyl isocyanate (7.91 g, 51.3 mmole) dissolved in 23 ml of acetone. This mixture was stirred at room temperature for 18 hrs. and filtered. The filtrate was acidified with hydrochloric acid (47.5 ml of 1N, 47.5 mmole) and stirred vigorously for 30 min. The resultant precipitate was filtered and washed with water Th...